This data is from the Open Reaction Database (ORD), a public repository of structured organic reaction records. The task is: describe an organic reaction: reactants, conditions, products, and yield Starting materials: O1C(=CC=C1)C=1C=C(C=NC1)C1N(CCC1)C (5-(furanyl)-3-(1-methyl-2-pyrrolidinyl)pyridine), C(\C=C\C(=O)O)(=O)O (fumaric acid), amine. The solvent is CO (methanol). The product is C(\C=C\C(=O)O)(=O)O.O1C(=CC=C1)C=1C=C(C=NC1)C1N(CCC1)C (5-(2-furanyl)-3-(1-methyl-2-pyrrolidinyl)pyridine fumarate). Yield: 43.0%. As a reaction SMILES: [O:1]1[CH:5]=[CH:4][CH:3]=[C:2]1[C:6]1[CH:7]=[C:8]([CH:12]2[CH2:16][CH2:15][CH2:14][N:13]2[CH3:17])[CH:9]=[N:10][CH:11]=1.[C:18]([OH:25])(=[O:24])/[CH:19]=[CH:20]/[C:21]([OH:23])=[O:22]>CO>[C:18]([OH:25])(=[O:24])/[CH:19]=[CH:20]/[C:21]([OH:23])=[O:22].[O:1]1[CH:5]=[CH:4][CH:3]=[C:2]1[C:6]1[CH:7]=[C:8]([CH:12]2[CH2:16][CH2:15][CH2:14][N:13]2[CH3:17])[CH:9]=[N:10][CH:11]=1 |f:3.4|. Procedure: The above-described pyridine derivative was converted to invention compound of Formula I by the addition of one equivalent of fumaric acid to a methanol (15 mL) solution of the free amine at 25° C. After 30 minutes the solvent was removed in vacuo and the residue pumped under high vacuum. Trituration with diethyl ether followed by recrystallization from ethyl acetate afforded 5-(2-furanyl)-3-(1-methyl-2-pyrrolidinyl)pyridine fumarate, (43%). M.p. 147°-148° C. (EtOAc); 1H NMR (DMSO-d6, 300 MHz): ... Reactants: ClCCl, CO, O=C=Nc1ccc(Cl)cc1, Nc1cccc(N)c1. Yields the product Nc1cccc(NC(=O)Nc2ccc(Cl)cc2)c1. As a reaction SMILES: [CH2:21]([Cl:22])[Cl:23].[CH3:19][OH:20].[Cl:9][c:10]1[cH:11][cH:12][c:13]([N:16]=[C:17]=[O:18])[cH:14][cH:15]1.[c:1]1([NH2:8])[cH:2][c:3]([NH2:7])[cH:4][cH:5][cH:6]1>>[c:1]1([NH2:8])[cH:2][c:3]([NH:7][C:17]([NH:16][c:13]2[cH:12][cH:11][c:10]([Cl:9])[cH:15][cH:14]2)=[O:18])[cH:4][cH:5][cH:6]1. Reactants: BrC=1C(=NC(=NC1)NC1=NN=C(N1)SC)N[C@@H](CO)C(C)C ((R)-2-[5-bromo-2-(5-methylsulfanyl-4H-[1,2,4]triazol-3-ylamino)-pyrimidin-4-ylamino]-3-methyl-butan-1-ol), C(=O)(O)[O-].[Na+] (NaHCO3), OOS(=O)[O-].[K+] (oxone), OOS(=O)[O-].[K+] (oxone). The solvent is CO.O (MeOH water), O (water). Conditions: time 2 hour. Yields the product BrC=1C(=NC(=NC1)NC1=NN=C(N1)S(=O)C)N[C@@H](CO)C(C)C ((R)-2-[5-Bromo-2-(5-methanesulfinyl-4H-[1,2,4] triazol-3-ylamino)pyrimidin-4-ylamino]-3-methyl-butan-1-ol). Reaction SMILES: [Br:1][C:2]1[C:3]([NH:16][C@H:17]([CH:20]([CH3:22])[CH3:21])[CH2:18][OH:19])=[N:4][C:5]([NH:8][C:9]2[NH:13][C:12]([S:14][CH3:15])=[N:11][N:10]=2)=[N:6][CH:7]=1.C([O-])(O)=[O:24].[Na+].OOS([O-])=O.[K+]>CO.O.O>[Br:1][C:2]1[C:3]([NH:16][C@H:17]([CH:20]([CH3:22])[CH3:21])[CH2:18][OH:19])=[N:4][C:5]([NH:8][C:9]2[NH:13][C:12]([S:14]([CH3:15])=[O:24])=[N:11][N:10]=2)=[N:6][CH:7]=1 |f:1.2,3.4,5.6|. Reported procedure: At 0° C., 159 mg (0.41 mmol) of (R)-2-[5-bromo-2-(5-methylsulfanyl-4H-[1,2,4]triazol-3-ylamino)-pyrimidin-4-ylamino]-3-methyl-butan-1-ol in 4 ml of MeOH/water (4:1) is mixed with 80 mg (0.95 mmol) of NaHCO3 and 98 mg (0.95 mmol) of oxone. The reaction mixture is stirred for 2 hours at room temperature, then another 50 mg (0.5 mmol) of oxone is added, and it is stirred for 1 hour at 30° C. The batch is diluted with water and extracted with ethyl acetate. The organic phase is concentrated by evapo... Reactants: COC1=CC=C(C=N1)C1(CNCCC1)CCCO (3-[3-(6-methoxypyridin-3-yl)piperidin-3-yl]propan-1-ol), Br (hydrobromic acid). Yields the product Br.BrCCCC1(CNCCC1)C=1C=CC(=NC1)O (5-[3-(3-Bromopropyl)piperidin-3-yl]pyridin-2-ol hydrobromide). Run at temperature 110 celsius, time 12 hour. As a reaction SMILES: C[O:2][C:3]1[N:8]=[CH:7][C:6]([C:9]2([CH2:15][CH2:16][CH2:17]O)[CH2:14][CH2:13][CH2:12][NH:11][CH2:10]2)=[CH:5][CH:4]=1.[BrH:19]>>[BrH:19].[Br:19][CH2:17][CH2:16][CH2:15][C:9]1([C:6]2[CH:5]=[CH:4][C:3]([OH:2])=[N:8][CH:7]=2)[CH2:14][CH2:13][CH2:12][NH:11][CH2:10]1 |f:2.3|. Reported procedure: 0.100 g (0.4 mmol) of 3-[3-(6-methoxypyridin-3-yl)piperidin-3-yl]propan-1-ol obtained in stage 1.3, in solution in 5 ml of aqueous hydrobromic acid (48% by weight solution), is introduced into a sealed tube. The reaction medium is stirred at 110° C. for 12 hours. This solution is then brought back to ambient temperature and concentrated under reduced pressure. The resulting residue is dissolved in methanol and evaporated twice under reduced pressure, and triturated from diethyl ether, to result,... The reactants are FC1=C(CBr)C(=CC=C1)C(F)(F)F (2-fluoro-6-(trifluoromethyl)benzyl bromide), C[Si](C)(C)[N-][Si](C)(C)C.[Li+] (lithium bis(trimethylsilyl)amide), ClC1=C(C(=O)NC2=NNC=C2)C=CC=C1 (2-chloro-N-1H-pyrazol-3-ylbenzamide), Intermediate 45. The solvent is CS(=O)C (DMSO), C1CCOC1 (THF), C1CCOC1 (THF). Reaction conditions: time 2 hour. The product is ClC1=C(C(=O)NC2=NN(C=C2)CC2=C(C=CC=C2C(F)(F)F)F)C=CC=C1 (2-Chloro-N-(1-{[2-fluoro-6-(trifluoromethyl)phenyl]methyl}-1H-pyrazol-3-yl)benzamide). Reaction SMILES: C[Si]([N-][Si](C)(C)C)(C)C.[Li+].[Cl:11][C:12]1[CH:25]=[CH:24][CH:23]=[CH:22][C:13]=1[C:14]([NH:16][C:17]1[CH:21]=[CH:20][NH:19][N:18]=1)=[O:15].[F:26][C:27]1[CH:34]=[CH:33][CH:32]=[C:31]([C:35]([F:38])([F:37])[F:36])[C:28]=1[CH2:29]Br>C1COCC1.CS(C)=O>[Cl:11][C:12]1[CH:25]=[CH:24][CH:23]=[CH:22][C:13]=1[C:14]([NH:16][C:17]1[CH:21]=[CH:20][N:19]([CH2:29][C:28]2[C:31]([C:35]([F:36])([F:38])[F:37])=[CH:32][CH:33]=[CH:34][C:27]=2[F:26])[N:18]=1)=[O:15] |f:0.1|. Procedure: 1.0 M lithium bis(trimethylsilyl)amide (100 μl, 0.1 mmol, Aldrich) was slowly added to a solution of 2-chloro-N-1H-pyrazol-3-ylbenzamide (for a preparation see Intermediate 45)(22 mg, 0.1 mmol) in THF (400 μl). The resulting solution was then transferred to a solution of 2-fluoro-6-(trifluoromethyl)benzyl bromide (26 mg, 0.1 mmol, Aldrich) in THF (200 μl) and stirred for 2 h under nitrogen at ambient temperature. The mixture was diluted with DMSO (0.6 ml) and purified by MDAP using a Sunfire C18... The reactants are [OH-].[Na+] (Sodium hydroxide), CC(C)(OC(=O)N[C@@H](CC1=CC=CC=C1)C(=O)N[C@@H](CC(C)C)C(=O)NC(C(C(CCC)=O)=O)CC1CCCCC1)C ((S)-[(1,1-Dimethylethoxy)carbonyl]-L-phenylalanyl-N-[1-(cyclohexylmethyl)-2,3-dioxohexyl]-L-leucinamide). Run in CO (methanol). Conditions: time 1 hour. Yields the product C(C)(C)(C)OC(=O)N[C@@H](CC1=CC=CC=C1)C(=O)N[C@@H](CC(C)C)C(=O)O (t-Butyloxycarbonylphenylalanyl leucine). RXN SMILES: [OH-:1].[Na+].[CH3:3][C:4]([CH3:44])([O:6][C:7]([NH:9][C@H:10]([C:18]([NH:20][C@H:21]([C:26](NC(CC1CCCCC1)C(=O)C(=O)CCC)=[O:27])[CH2:22][CH:23]([CH3:25])[CH3:24])=[O:19])[CH2:11][C:12]1[CH:17]=[CH:16][CH:15]=[CH:14][CH:13]=1)=[O:8])[CH3:5]>CO>[C:4]([O:6][C:7]([NH:9][C@H:10]([C:18]([NH:20][C@H:21]([C:26]([OH:1])=[O:27])[CH2:22][CH:23]([CH3:25])[CH3:24])=[O:19])[CH2:11][C:12]1[CH:17]=[CH:16][CH:15]=[CH:14][CH:13]=1)=[O:8])([CH3:44])([CH3:3])[CH3:5] |f:0.1|. Reported procedure: Sodium hydroxide (1N; 12 ml, 12 mmol) was added to a 40 ml methanol solution of (S)-<α-[[(1,1-dimethylethoxy)carbonyl]amino]cyclohexanepropanoic acid, methyl ester (3.92 g, 10 mmol) and a chromatography check after one hour revealed total disappearance of starting material. The solvents were removed on rotary evaporator. The resulting white solid was suspended in 10 ml of water and 50 ml of ethyl acetate, acidified to pH=3.5 using 1N hydrochloric acid and the two layers separated. The aqueous la... The product is 3″-amide, N[C@@H](CSOCC=C)C(=O)O (L-Cys(Oallyl)). As a reaction SMILES: N1C=C[CH:4]=[CH:3][CH:2]=1.[NH2:7][C@H:8]([C:11]([OH:13])=[O:12])[CH2:9][SH:10].C([O-])(O)=[O:15].[Na+]>C(Cl)Cl>[NH2:7][C@H:8]([C:11]([OH:13])=[O:12])[CH2:9][S:10][O:15][CH2:2][CH:3]=[CH2:4] |f:2.3|. Run at temperature -78 celsius, time 10 minute. Procedure: The 3″-amide of L-Cys(Oallyl) was prepared following the general description of Example 5. To this 3″-amide (50 mg) and pyridine (44 μL) in CH2Cl2 (0.25 mL) at −50° C. was added neat (CF3SO2)2O(13 μL) dropwise down the side of the flask to pre-cool it. After the addition was complete, the solution was stirred at −78° C. for 10 min, then allowed to warm to 0° C. in an ice bath. The solution was aged for 7.5 h at 0° C. and L-cysteine ally ester (26 mg) in CH2Cl2 (0.1 mL) was added. The solution wa... The reactants are acetone hexanes, N[C@@H](CS)C(=O)O (L-cysteine), ester, 3″-amide, N1=CC=CC=C1 (pyridine), (CF3SO2)2O(13 μL), C(=O)(O)[O-].[Na+] (NaHCO3). The solvent is C(Cl)Cl (CH2Cl2), C(Cl)Cl (CH2Cl2). Reaction SMILES: [O:1]=[C:2]1[C:7]2[CH:8]=[CH:9][CH:10]=[N:11][C:6]=2[S:5][C:4]([NH:12][C:13]2[CH:23]=[CH:22][C:16]([C:17]([O:19][CH2:20][CH3:21])=[O:18])=[CH:15][CH:14]=2)=[N:3]1.[H-].[Li+].[CH3:26]I>>[CH3:26][N:3]1[C:2](=[O:1])[C:7]2[CH:8]=[CH:9][CH:10]=[N:11][C:6]=2[S:5][C:4]1=[N:12][C:13]1[CH:23]=[CH:22][C:16]([C:17]([O:19][CH2:20][CH3:21])=[O:18])=[CH:15][CH:14]=1 |f:1.2|. Reported procedure: The reaction procedure of Example 11 was followed except that 1.31 g of ethyl 4-[(4-oxo-4H-pyrido[3,2-e]-1,3-thiazin-2-yl)amino]benzoate, 36 mg of lithium hydride and 0.25 ml of methyl iodide were used. As a result, 656 mg of ethyl 4-[(3-methyl-4-oxo-2,3-dihydro-4H-pyrido[3,2-e]-1,3-thiazin-2-ylidene)amino]benzoate was obtained. Yields the product CN1C(SC2=C(C1=O)C=CC=N2)=NC2=CC=C(C(=O)OCC)C=C2 (ethyl 4-[(3-methyl-4-oxo-2,3-dihydro-4H-pyrido[3,2-e]-1,3-thiazin-2-ylidene)amino]benzoate). Reactants: O=C1N=C(SC2=C1C=CC=N2)NC2=CC=C(C(=O)OCC)C=C2 (ethyl 4-[(4-oxo-4H-pyrido[3,2-e]-1,3-thiazin-2-yl)amino]benzoate), [H-].[Li+] (lithium hydride), CI (methyl iodide). The reactants are CC(C)OCC1NCCNC1 (2-[(1-methylethoxy)methyl]piperazine), C(C)N1C=C(C(C2=CC(=C(C=C12)F)F)=O)C(=O)O (1-ethyl-6,7-difluoro-1,4-dihydro-4-oxo-3-quinolinecarboxylic acid), N1=CC=CC=C1 (pyridine). Run in CCOCC (Ether). Run at temperature 80 celsius. Yields the product C(C)N1C=C(C(C2=CC(=C(C=C12)N1CC(NCC1)COC(C)C)F)=O)C(=O)O (1-Ethyl-6-fluoro-1,4-dihydro-7-[3-[(1-methylethoxy)methyl]-1-piperazinyl]-4-oxo-3-quinolinecarboxylic acid). The yield is 107.0%. Reaction SMILES: [CH3:1][CH:2]([O:4][CH2:5][CH:6]1[CH2:11][NH:10][CH2:9][CH2:8][NH:7]1)[CH3:3].[CH2:12]([N:14]1[C:23]2[C:18](=[CH:19][C:20]([F:25])=[C:21](F)[CH:22]=2)[C:17](=[O:26])[C:16]([C:27]([OH:29])=[O:28])=[CH:15]1)[CH3:13].N1C=CC=CC=1>CCOCC>[CH2:12]([N:14]1[C:23]2[C:18](=[CH:19][C:20]([F:25])=[C:21]([N:10]3[CH2:9][CH2:8][NH:7][CH:6]([CH2:5][O:4][CH:2]([CH3:1])[CH3:3])[CH2:11]3)[CH:22]=2)[C:17](=[O:26])[C:16]([C:27]([OH:29])=[O:28])=[CH:15]1)[CH3:13]. Procedure details: A mixture of 2 g of 2-[(1-methylethoxy)methyl]piperazine, 1.27 g of 1-ethyl-6,7-difluoro-1,4-dihydro-4-oxo-3-quinolinecarboxylic acid and 5 ml of pyridine was heated at 80° C. for 3 hours, then evaporated in vacuo. The residue was reevaporated three times from toluene, giving a gum. Ether was added to the gum which solidified. The solid was triturated with ether containing methanol and then dried giving 2.1 g of solid. A 1 g portion was purified by chromatography, giving 650 mg of the desired pr...